Dataset: the Open Reaction Database (ORD), a public repository of structured organic reaction records. Task: describe an organic reaction: reactants, conditions, products, and yield Starting materials: CCC(CC)CBr, CCOC(=O)C1CCCCC1, C1CCOC1, CCOC(C)=O, CCCCCC, CC(C)NC(C)C, Cl. Product: CCOC(=O)C1(CC(CC)CC)CCCCC1. Reaction SMILES: [Br:25][CH2:26][CH:27]([CH2:28][CH3:29])[CH2:30][CH3:31].[CH2:14]([CH3:15])[O:16][C:17](=[O:18])[CH:19]1[CH2:20][CH2:21][CH2:22][CH2:23][CH2:24]1.[CH2:33]1[O:34][CH2:35][CH2:36][CH2:37]1.[CH3:38][CH2:39][O:40][C:41](=[O:42])[CH3:43].[CH3:8][CH2:9][CH2:10][CH2:11][CH2:12][CH3:13].[CH:1]([NH:2][CH:3]([CH3:4])[CH3:5])([CH3:6])[CH3:7].[ClH:32]>>[CH2:14]([CH3:15])[O:16][C:17](=[O:18])[C:19]1([CH2:26][CH:27]([CH2:28][CH3:29])[CH2:30][CH3:31])[CH2:20][CH2:21][CH2:22][CH2:23][CH2:24]1. The reactants are C(C)(=O)OCC.CCCCCC (ethyl acetate hexane), BrC1=CC=C2C3=C(NC2=C1)C(=NC=C3C=3C(=C(C=CC3)NC(OCC3=CC=CC=C3)=O)C)C(N)=O (benzyl 3-(7-bromo-1-carbamoyl-9H-pyrido[3,4-b]indol-4-yl)-2-methylphenylcarbamate), I[Si](C)(C)C (iodotrimethylsilane). Solvent: C(C)#N (acetonitrile). Conditions: time 1.5 hour. Product: NC=1C(=C(C=CC1)C1=CN=C(C=2NC3=CC(=CC=C3C21)Br)C(=O)N)C (4-(3-Amino-2-methylphenyl)-7-bromo-9H-pyrido[3,4-b]indole-1-carboxamide). The yield is 52.6%. RXN SMILES: [Br:1][C:2]1[CH:10]=[C:9]2[C:5]([C:6]3[C:14]([C:15]4[C:16]([CH3:32])=[C:17]([NH:21]C(=O)OCC5C=CC=CC=5)[CH:18]=[CH:19][CH:20]=4)=[CH:13][N:12]=[C:11]([C:33](=[O:35])[NH2:34])[C:7]=3[NH:8]2)=[CH:4][CH:3]=1.I[Si](C)(C)C.C(OCC)(=O)C.CCCCCC>C(#N)C>[NH2:21][C:17]1[C:16]([CH3:32])=[C:15]([C:14]2[C:6]3[C:5]4[C:9](=[CH:10][C:2]([Br:1])=[CH:3][CH:4]=4)[NH:8][C:7]=3[C:11]([C:33]([NH2:34])=[O:35])=[N:12][CH:13]=2)[CH:20]=[CH:19][CH:18]=1 |f:2.3|. Procedure details: To a solution of benzyl 3-(7-bromo-1-carbamoyl-9H-pyrido[3,4-b]indol-4-yl)-2-methylphenylcarbamate (0.65 g, crude from the previous step) in acetonitrile (80 mL) at 0° C. was added iodotrimethylsilane (0.67 mL, 4.91 mmol) dropwise. The mixture was stirred at room temperature for 1.5 hr, and then concentrated under vacuum. To the residue was added diethylamine (2 mL) and ethyl acetate (150 ml). The mixture was washed with water (2×40 mL) and brine (40 mL), and dried over anhydrous MgSO4. The desi... Reactants: CC(N)=S, ClCc1ccccc1, c1ccccc1. The product is CC(=N)SCc1ccccc1, Cl. Reaction SMILES: [CH3:1][C:2]([NH2:3])=[S:4].[Cl:5][CH2:6][c:7]1[cH:8][cH:9][cH:10][cH:11][cH:12]1.[cH:13]1[cH:14][cH:15][cH:16][cH:17][cH:18]1>>[CH3:1][C:2](=[NH:3])[S:4][CH2:6][c:7]1[cH:8][cH:9][cH:10][cH:11][cH:12]1.[ClH:5].